This data is from the Open Reaction Database (ORD), a public repository of structured organic reaction records. The task is: describe an organic reaction: reactants, conditions, products, and yield Reactants: CC(C)(C)c1ccccc1Oc1ncccc1Nc1nc(C(F)(F)F)c(C#N)s1, CCO, CCOC(C)=O, CCN(C(C)C)C(C)C, Cl, NO. The product is CC(C)(C)c1ccccc1Oc1ncccc1Nc1nc(C(F)(F)F)c(C(N)=NO)s1. Reaction SMILES: [C:1]([CH3:2])([CH3:3])([CH3:4])[c:5]1[c:6]([O:7][c:8]2[n:9][cH:10][cH:11][cH:12][c:13]2[NH:14][c:15]2[s:16][c:17]([C:24]#[N:25])[c:18]([C:20]([F:21])([F:22])[F:23])[n:19]2)[cH:26][cH:27][cH:28][cH:29]1.[CH3:42][CH2:43][OH:44].[CH3:45][CH2:46][O:47][C:48](=[O:49])[CH3:50].[CH:33]([N:34]([CH2:35][CH3:36])[CH:37]([CH3:38])[CH3:39])([CH3:40])[CH3:41].[ClH:30].[NH2:31][OH:32]>>[C:1]([CH3:2])([CH3:3])([CH3:4])[c:5]1[c:6]([O:7][c:8]2[n:9][cH:10][cH:11][cH:12][c:13]2[NH:14][c:15]2[s:16][c:17]([C:24]([NH2:25])=[N:31][OH:32])[c:18]([C:20]([F:21])([F:22])[F:23])[n:19]2)[cH:26][cH:27][cH:28][cH:29]1. Run in Cl (HCl), O (water). Starting materials: FC1=C(C=CC=C1)C1=NC(=NC=C1)SC (4-(2-fluoro-phenyl)-2-methylsulfanyl-pyrimidine), C(=O)(O)[O-].[Na+] (NaHCO3). RXN SMILES: [F:1][C:2]1[CH:7]=[CH:6][CH:5]=[CH:4][C:3]=1[C:8]1[CH:13]=[CH:12][N:11]=[C:10](SC)[N:9]=1.C([O-])(O)=[O:17].[Na+]>Cl.O>[F:1][C:2]1[CH:7]=[CH:6][CH:5]=[CH:4][C:3]=1[C:8]1[CH:13]=[CH:12][NH:11][C:10](=[O:17])[N:9]=1 |f:1.2|. The product is FC1=C(C=CC=C1)C1=NC(NC=C1)=O (4-(2-Fluoro-phenyl)-1H-pyrimidin-2-one). Yield: 89.0%. Procedure: A solution of 4-(2-fluoro-phenyl)-2-methylsulfanyl-pyrimidine (943 mg, 4.28 mmol) in 37% HCl (18 ml) was heated at 100° C. for 21 hours. The mixture was diluted with water then basified with solid NaHCO3. The suspension was extracted with DCM; the organic layer was dried (Na2SO4), filtered and evaporated to give the title compound that was used without further purification in the next step (725 mg, 89% yield) Starting materials: CCOC(C)=O, O=C1CCC(=O)N1Cl, Nc1ccc(C2=NNC(=O)Cc3cc4c(cc32)OCO4)cc1, CN(C)C=O. The product is Nc1ccc(C2=NNC(=O)Cc3cc4c(cc32)OCO4)cc1Cl. As a reaction SMILES: [CH3:36][CH2:37][O:38][C:39]([CH3:40])=[O:41].[Cl:23][N:24]1[C:25](=[O:26])[CH2:27][CH2:28][C:29]1=[O:30].[NH2:1][c:2]1[cH:3][cH:4][c:5]([C:8]2=[N:9][NH:10][C:11](=[O:22])[CH2:12][c:13]3[c:14]2[cH:15][c:16]2[c:17]([cH:18]3)[O:19][CH2:20][O:21]2)[cH:6][cH:7]1.[O:31]=[CH:32][N:33]([CH3:34])[CH3:35]>>[NH2:1][c:2]1[c:3]([Cl:23])[cH:4][c:5]([C:8]2=[N:9][NH:10][C:11](=[O:22])[CH2:12][c:13]3[c:14]2[cH:15][c:16]2[c:17]([cH:18]3)[O:19][CH2:20][O:21]2)[cH:6][cH:7]1. The reactants are CCN=C=NCCCN(C)C, NNC=O, CCN(C(C)C)C(C)C, ClCCl, Cl, O=C(O)C1(c2ccc(OCCCN3CCCC3)cc2)CCOCC1, On1nnc2ccccc21. Yields the product O=CNNC(=O)C1(c2ccc(OCCCN3CCCC3)cc2)CCOCC1. As a reaction SMILES: [CH3:49][N:50]([CH3:51])[CH2:52][CH2:53][CH2:54][N:55]=[C:56]=[N:57][CH2:58][CH3:59].[CH:25](=[O:26])[NH:27][NH2:28].[CH:39]([N:40]([CH:41]([CH3:42])[CH3:43])[CH2:44][CH3:45])([CH3:46])[CH3:47].[Cl:60][CH2:61][Cl:62].[ClH:48].[N:1]1([CH2:6][CH2:7][CH2:8][O:9][c:10]2[cH:11][cH:12][c:13]([C:16]3([C:22](=[O:23])[OH:24])[CH2:17][CH2:18][O:19][CH2:20][CH2:21]3)[cH:14][cH:15]2)[CH2:2][CH2:3][CH2:4][CH2:5]1.[OH:29][n:30]1[c:31]2[cH:32][cH:33][cH:34][cH:35][c:36]2[n:37][n:38]1>>[N:1]1([CH2:6][CH2:7][CH2:8][O:9][c:10]2[cH:11][cH:12][c:13]([C:16]3([C:22](=[O:23])[NH:28][NH:27][CH:25]=[O:26])[CH2:17][CH2:18][O:19][CH2:20][CH2:21]3)[cH:14][cH:15]2)[CH2:2][CH2:3][CH2:4][CH2:5]1. Starting materials: Cl.COC([C@@H](NC([C@H](NC)CC1=CC=CC=C1)=O)CC1=CNC2=CC=CC=C12)=O (N-methyl-(D)-phenylalanyl-(L)-tryptophan methyl ester hydrochloride), methyl ester, C(C)(=O)O (acetic acid). Product: C(C)(=O)N([C@H](CC1=CC=CC=C1)C(=O)N[C@@H](CC1=CNC2=CC=CC=C12)C(=O)O)C (N-acetyl-N-methyl-(D)-phenylalanyl-(L)-tryptophan). Reaction SMILES: Cl.C[O:3][C:4](=[O:29])[C@H:5]([CH2:19][C:20]1[C:28]2[C:23](=[CH:24][CH:25]=[CH:26][CH:27]=2)[NH:22][CH:21]=1)[NH:6][C:7](=[O:18])[C@@H:8]([CH2:11][C:12]1[CH:17]=[CH:16][CH:15]=[CH:14][CH:13]=1)[NH:9][CH3:10].[C:30](O)(=[O:32])[CH3:31]>>[C:30]([N:9]([CH3:10])[C@@H:8]([C:7]([NH:6][C@H:5]([C:4]([OH:3])=[O:29])[CH2:19][C:20]1[C:28]2[C:23](=[CH:24][CH:25]=[CH:26][CH:27]=2)[NH:22][CH:21]=1)=[O:18])[CH2:11][C:12]1[CH:13]=[CH:14][CH:15]=[CH:16][CH:17]=1)(=[O:32])[CH3:31] |f:0.1|. Procedure: Coupling of N-methyl-(D)-phenylalanyl-(L)-tryptophan methyl ester hydrochloride (see example 1) with acetic acid according to example 12 followed by hydrolysis of the methyl ester moiety according to example 1 gives N-acetyl-N-methyl-(D)-phenylalanyl-(L)-tryptophan; FAB-MS m/e 408 (M+H)+. The reactants are NC1=C(C(N(C(N1CC1CC1)=O)CC1=C(C=CC=C1)F)=O)NC(CC1=CC=C(C=C1)N(C)S(=O)(=O)C=1C(=NN(C1Cl)C)C)=O (N-[6-amino-1-cyclopropylmethyl-3-(2-fluoro-benzyl)-2,4-dioxo-1,2,3,4-tetrahydro-pyrimidin-5-yl]-2-{4-[(5-chloro-1,3-dimethyl-1H-pyrazole-4-sulfonyl)-methyl-amino]-phenyl}-acetamide), [OH-].[Na+] (sodium hydroxide). The solvent is CO (methanol). Conditions: temperature 50 celsius. The product is C1(CC1)CN1C(N(C(C=2NC(=NC12)CC1=CC=C(C=C1)N(S(=O)(=O)C=1C(=NN(C1Cl)C)C)C)=O)CC1=C(C=CC=C1)F)=O (5-chloro-1,3-dimethyl-1H-pyrazole-4-sulfonic acid {4-[3-cyclopropylmethyl-1-(2-fluoro-benzyl)-2,6-dioxo-2,3,6,7-tetrahydro-1H-purin-8-ylmethyl]-phenyl}-methyl-amide). Yield: 50.0%. As a reaction SMILES: [NH2:1][C:2]1[N:7]([CH2:8][CH:9]2[CH2:11][CH2:10]2)[C:6](=[O:12])[N:5]([CH2:13][C:14]2[CH:19]=[CH:18][CH:17]=[CH:16][C:15]=2[F:20])[C:4](=[O:21])[C:3]=1[NH:22][C:23](=O)[CH2:24][C:25]1[CH:30]=[CH:29][C:28]([N:31]([S:33]([C:36]2[C:37]([CH3:43])=[N:38][N:39]([CH3:42])[C:40]=2[Cl:41])(=[O:35])=[O:34])[CH3:32])=[CH:27][CH:26]=1.[OH-].[Na+]>CO>[CH:9]1([CH2:8][N:7]2[C:2]3[N:1]=[C:23]([CH2:24][C:25]4[CH:26]=[CH:27][C:28]([N:31]([CH3:32])[S:33]([C:36]5[C:37]([CH3:43])=[N:38][N:39]([CH3:42])[C:40]=5[Cl:41])(=[O:35])=[O:34])=[CH:29][CH:30]=4)[NH:22][C:3]=3[C:4](=[O:21])[N:5]([CH2:13][C:14]3[CH:19]=[CH:18][CH:17]=[CH:16][C:15]=3[F:20])[C:6]2=[O:12])[CH2:11][CH2:10]1 |f:1.2|. Procedure: To a solution of N-[6-amino-1-cyclopropylmethyl-3-(2-fluoro-benzyl)-2,4-dioxo-1,2,3,4-tetrahydro-pyrimidin-5-yl]-2-{4-[(5-chloro-1,3-dimethyl-1H-pyrazole-4-sulfonyl)-methyl-amino]-phenyl}-acetamide (0.119 mmol) in methanol (2 mL) was added 10% w/v aqueous sodium hydroxide solution (1 mL) and the mixture heated to 50° C. for 1.5 hrs. The methanol was removed in vacuo and the aqueous residue acidified to pH=4 with 1.0M aqueous hydrochloric acid. The aqueous suspension was extracted with chloroform... Starting materials: C(C)OC(CN1N=CC=2[C@@H](CCCC12)N=[N+]=[N-])=O (((R)-4-azido-4,5,6,7-tetrahydro-indazol-1-yl)-acetic acid ethyl ester). The reagents and catalysts are [Pd] (palladium on carbon). The solvent is C(C)O (ethanol). The product is C(C)OC(CN1N=CC=2[C@@H](CCCC12)N)=O (((R)-4-amino-4,5,6,7-tetrahydro-indazol-1-yl)-acetic acid ethyl ester). The yield is 98.5%. Reaction SMILES: [CH2:1]([O:3][C:4](=[O:18])[CH2:5][N:6]1[C:14]2[CH2:13][CH2:12][CH2:11][C@@H:10]([N:15]=[N+]=[N-])[C:9]=2[CH:8]=[N:7]1)[CH3:2]>C(O)C.[Pd]>[CH2:1]([O:3][C:4](=[O:18])[CH2:5][N:6]1[C:14]2[CH2:13][CH2:12][CH2:11][C@@H:10]([NH2:15])[C:9]=2[CH:8]=[N:7]1)[CH3:2]. Reported procedure: A solution of ((R)-4-azido-4,5,6,7-tetrahydro-indazol-1-yl)-acetic acid ethyl ester (1.25 g, 5.0 mmol) in ethanol (40 mL) was hydrogenated over 10% palladium on carbon (130 mg) under 30 psi in a 150 mL parr bottle at room temperature for 1 hour. The reaction mixture was filtered through a pad of Celite® (diatomite filter). The filtrate was collected and concentrated in vacuo to afford ((R)-4-amino-4,5,6,7-tetrahydro-indazol-1-yl)-acetic acid ethyl ester as an oil (1.10 g, 98%), which was used in... Reaction SMILES: [C:6]([CH3:7])(=[O:8])[N:9]1[CH2:10][c:11]2[c:12]([Cl:19])[cH:13][cH:14][cH:15][c:16]2[CH2:17][CH2:18]1.[CH2:20]([Cl:21])[Cl:22].[CH:23]([Cl:24])([Cl:25])[Cl:26].[Cl:1][S:2](=[O:3])(=[O:4])[OH:5]>>[Cl:1][S:2](=[O:3])(=[O:5])[c:15]1[cH:14][cH:13][c:12]([Cl:19])[c:11]2[c:16]1[CH2:17][CH2:18][N:9]([C:6]([CH3:7])=[O:8])[CH2:10]2. Yields the product CC(=O)N1CCc2c(S(=O)(=O)Cl)ccc(Cl)c2C1. Reactants: CC(=O)N1CCc2cccc(Cl)c2C1, ClCCl, ClC(Cl)Cl, O=S(=O)(O)Cl. Reported procedure: A flask containing a mixture of ethyl 1-(3-bromophenyl)-1,4-dihydropyrrolo[2,3-d]imidazole-5-carboxylate (334 mg, 1 mmol, prepared according to the procedure described for example 1 except using 3-bromoaniline in the first step) and 3-thiophene boronic acid (256 mg, 2 mmol) was degassed and placed under a nitrogen atmosphere To this was quickly added tetrakis(triphenylphosphine)palladium(0) (173.3 mg, 0.15 mmol) in one portion followed by degassed solutions of 1,4-dioxane (5 mL) and aqueous sodi... Yields the product S1C=C(C=C1)C=1C=C(C=CC1)N1C=NC2=C1C=C(N2)C(=O)OCC (ethyl 1-(3-thien-3-ylphenyl)-1,4-dihydropyrrolo[2,3-d]imidazole-5-carboxylate). Reagents/catalysts: C=1C=CC(=CC1)[P](C=2C=CC=CC2)(C=3C=CC=CC3)[Pd]([P](C=4C=CC=CC4)(C=5C=CC=CC5)C=6C=CC=CC6)([P](C=7C=CC=CC7)(C=8C=CC=CC8)C=9C=CC=CC9)[P](C=1C=CC=CC1)(C=1C=CC=CC1)C=1C=CC=CC1 (tetrakis(triphenylphosphine)palladium(0)). Reaction conditions: temperature 85 celsius. Starting materials: BrC=1C=C(C=CC1)N1C=NC2=C1C=C(N2)C(=O)OCC (ethyl 1-(3-bromophenyl)-1,4-dihydropyrrolo[2,3-d]imidazole-5-carboxylate), BrC=1C=C(N)C=CC1 (3-bromoaniline), S1C=C(C=C1)B(O)O (3-thiophene boronic acid). Isolated yield 97.5%. Reaction SMILES: Br[C:2]1[CH:3]=[C:4]([N:8]2[C:12]3[CH:13]=[C:14]([C:16]([O:18][CH2:19][CH3:20])=[O:17])[NH:15][C:11]=3[N:10]=[CH:9]2)[CH:5]=[CH:6][CH:7]=1.BrC1C=C(C=CC=1)N.[S:29]1[CH:33]=[CH:32][C:31](B(O)O)=[CH:30]1>C1C=CC([P]([Pd]([P](C2C=CC=CC=2)(C2C=CC=CC=2)C2C=CC=CC=2)([P](C2C=CC=CC=2)(C2C=CC=CC=2)C2C=CC=CC=2)[P](C2C=CC=CC=2)(C2C=CC=CC=2)C2C=CC=CC=2)(C2C=CC=CC=2)C2C=CC=CC=2)=CC=1>[S:29]1[CH:33]=[CH:32][C:31]([C:2]2[CH:3]=[C:4]([N:8]3[C:12]4[CH:13]=[C:14]([C:16]([O:18][CH2:19][CH3:20])=[O:17])[NH:15][C:11]=4[N:10]=[CH:9]3)[CH:5]=[CH:6][CH:7]=2)=[CH:30]1 |^1:40,42,61,80|. Reactants: C(N)(OCCC1=CC(=C(C(=C1)F)OC1=CC(=C(C=C1)Cl)C(F)(F)F)F)=N (2-(4-{[4-chloro-3-(trifluoromethyl)phenyl]oxy}-3,5-difluorophenyl)ethyl imidocarbamate), O\C=C(/C(=O)OC)\CC=1C=NC=NC1 (methyl (2Z)-3-hydroxy-2-(5-pyrimidinylmethyl)-2-propenoate), C(=O)([O-])[O-].[K+].[K+] (K2CO3). Solvent: CN1CCCC1=O (NMP). Conditions: temperature 160 celsius. The product is ClC1=C(C=C(C=C1)OC1=C(C=C(C=C1F)CCOC=1NC=C(C(N1)=O)CC=1C=NC=NC1)F)C(F)(F)F (2-{[2-(4-{[4-Chloro-3-(trifluoromethyl)phenyl]oxy}-3,5-difluorophenyl)ethyl]oxy}-5-(5-pyrimidinylmethyl)-4(1H)-pyrimidinone). Yield: 27.0%. RXN SMILES: [C:1](=[NH:26])([O:3][CH2:4][CH2:5][C:6]1[CH:11]=[C:10]([F:12])[C:9]([O:13][C:14]2[CH:19]=[CH:18][C:17]([Cl:20])=[C:16]([C:21]([F:24])([F:23])[F:22])[CH:15]=2)=[C:8]([F:25])[CH:7]=1)[NH2:2].[OH:27]/[CH:28]=[C:29](/[CH2:34][C:35]1[CH:36]=[N:37][CH:38]=[N:39][CH:40]=1)\[C:30](OC)=O.C([O-])([O-])=O.[K+].[K+]>CN1C(=O)CCC1>[Cl:20][C:17]1[CH:18]=[CH:19][C:14]([O:13][C:9]2[C:10]([F:12])=[CH:11][C:6]([CH2:5][CH2:4][O:3][C:1]3[NH:2][CH:30]=[C:29]([CH2:34][C:35]4[CH:40]=[N:39][CH:38]=[N:37][CH:36]=4)[C:28](=[O:27])[N:26]=3)=[CH:7][C:8]=2[F:25])=[CH:15][C:16]=1[C:21]([F:22])([F:24])[F:23] |f:2.3.4|. Procedure details: The mixture of 2-(4-{[4-chloro-3-(trifluoromethyl)phenyl]oxy}-3,5-difluorophenyl)ethyl imidocarbamate (450 mg, 0.826 mmol), methyl (2Z)-3-hydroxy-2-(5-pyrimidinylmethyl)-2-propenoate (321 mg, 1.652 mmol) and K2CO3 (228 mg, 1.652 mmol) in NMP (5 mL) was heated with a microwave reactor at 160° C. for 1.5 h. Purification via MDAP then afforded the title compound (120 mg, 22.25% yield). LCMS: rt=3.46 min, [M+H+]=539